describe an organic reaction: reactants, conditions, products, and yield From a dataset of the Open Reaction Database (ORD), a public repository of structured organic reaction records. Starting materials: [O-]S(=O)(=O)[O-].[Mn+2] (MnSO4), [O-][Mn](=O)(=O)=O.[K+] (KMnO4), [O-][Mn](=O)(=O)=O.[K+] (KMnO4), Alpha-MnO2. Product: O=[Mn]=O (MnO2), [O-][Mn](=O)(=O)=O.[K+] (KMnO4), [O-]S(=O)(=O)[O-].[Mn+2].O (MnSO4.H2O). Procedure details: A laboratory scale amount of alpha form of MnO2 (“Alpha-MnO2”) was prepared as follows. It is noted that high volume production of Alpha-MnO2 can be accomplished using other industrial processes. 200 ml of 0.1 M KMnO4 and 200 ml of 0.15M MnSO4.H2O were prepared and individually heated to 30° C. The KMnO4 solution was placed in a beaker and stirred in an ultrasonic bath. The MnSO4 solution was added drop wise into the KMnO4 solution. A brown precipitate appeared. The precipitation continued until... Conditions: temperature 30 celsius, time 1 hour. RXN SMILES: [O-:1][Mn:2](=[O:5])(=[O:4])=[O:3].[K+:6].[O-:7][S:8]([O-:11])(=[O:10])=[O:9].[Mn+2:12]>>[O:1]=[Mn:2]=[O:3].[O-:5][Mn:2](=[O:4])(=[O:3])=[O:1].[K+:6].[O-:10][S:8]([O-:11])(=[O:9])=[O:7].[Mn+2:12].[OH2:1] |f:0.1,2.3,5.6,7.8.9|. The reactants are CCO, O=C(CO)c1ccc(Cl)cc1, CCOC(=O)NN. Yields the product CCOC(=O)NN=C(CO)c1ccc(Cl)cc1. Reaction SMILES: [CH3:19][CH2:20][OH:21].[Cl:1][c:2]1[cH:3][cH:4][c:5]([C:8]([CH2:9][OH:10])=[O:11])[cH:6][cH:7]1.[NH:12]([NH2:13])[C:14](=[O:15])[O:16][CH2:17][CH3:18]>>[Cl:1][c:2]1[cH:3][cH:4][c:5]([C:8]([CH2:9][OH:10])=[N:13][NH:12][C:14](=[O:15])[O:16][CH2:17][CH3:18])[cH:6][cH:7]1. Starting materials: Cl (HCl), FC(S(=O)(=O)OS(=O)(=O)C(F)(F)F)(F)F (Trifluoromethanesulfonic anhydride), C1(CCC1)(C1=CC=C(C=C1)O)C1=CC=C(C=C1)O (4,4′-(cyclobutane-1,1-diyl)diphenol), N1=CC=CC=C1 (pyridine). Run in CC#N (MeCN). Conditions: time 40 minute. Product: FC(S(=O)(=O)OC1=CC=C(C=C1)C1(CCC1)C1=CC=C(C=C1)O)(F)F (4-[1-(4-hydroxyphenyl)cyclobutyl]phenyl trifluoromethanesulfonate). As a reaction SMILES: [F:1][C:2]([F:15])([F:14])[S:3]([O:6]S(C(F)(F)F)(=O)=O)(=[O:5])=[O:4].[C:16]1([C:27]2[CH:32]=[CH:31][C:30](O)=[CH:29][CH:28]=2)([C:20]2[CH:25]=[CH:24][C:23]([OH:26])=[CH:22][CH:21]=2)[CH2:19][CH2:18][CH2:17]1.N1C=CC=CC=1.Cl>CC#N>[F:1][C:2]([F:15])([F:14])[S:3]([O:6][C:30]1[CH:29]=[CH:28][C:27]([C:16]2([C:20]3[CH:21]=[CH:22][C:23]([OH:26])=[CH:24][CH:25]=3)[CH2:19][CH2:18][CH2:17]2)=[CH:32][CH:31]=1)(=[O:5])=[O:4]. Procedure: Trifluoromethanesulfonic anhydride (0.350 mL) was added to a solution of 4,4′-(cyclobutane-1,1-diyl)diphenol (500 mg) and pyridine (0.505 mL) in MeCN (10 mL) at 0° C. The mixture was stirred at room temperature for 40 min. The mixture was neutralized with 1N HCl at 0° C. and extracted with EtOAc. The organic layer was separated, washed with water and brine, dried over anhydrous magnesium sulfate and concentrated in vacuo. The residue was purified by column chromatography (silica gel, eluted with... The reactants are [H-].[Na+] (sodium hydride), C1(=CC=CC=C1)CC(=O)OC (methyl phenylacetate), C1(=CC=CC=C1)CC(=O)OC (methyl phenylacetate), Cl.Cl.N\C(\C1=CC2=C(C=C(S2)C(=O)N[C@H]2CN3CCC2CC3)C=C1)=N/O (6-[(Z)-Amino(hydroxyimino)methyl]-N-[(3R)-1-azabicyclo[2.2.2]oct-3-yl]-1-benzothiophene-2-carboxamide dihydrochloride), [H-].[Na+] (sodium hydride), O (water). The solvent is C1CCOC1 (THF), C1CCOC1 (THF), C1CCOC1 (THF), CN(C)C=O (DMF). Run at time 30 minute. The product is Cl.N12C[C@@H](C(CC1)CC2)NC(=O)C=2SC1=C(C2)C=CC(=C1)C1=NOC(=N1)CC1=CC=CC=C1 (N-[(3R)-1-Azabicyclo[2.2.2]oct-3-yl]-6-(5-benzyl-1,2,4-oxadiazol-3-yl)-1-benzothiophene-2-carboxamide hydrochloride). Reaction SMILES: [ClH:1].Cl.[NH2:3]/[C:4](=[N:25]\[OH:26])/[C:5]1[CH:24]=[CH:23][C:8]2[CH:9]=[C:10]([C:12]([NH:14][C@@H:15]3[CH:20]4[CH2:21][CH2:22][N:17]([CH2:18][CH2:19]4)[CH2:16]3)=[O:13])[S:11][C:7]=2[CH:6]=1.[H-].[Na+].[C:29]1([CH2:35][C:36](OC)=O)[CH:34]=[CH:33][CH:32]=[CH:31][CH:30]=1.O>CN(C=O)C.C1COCC1>[ClH:1].[N:17]12[CH2:18][CH2:19][CH:20]([CH2:21][CH2:22]1)[C@@H:15]([NH:14][C:12]([C:10]1[S:11][C:7]3[CH:6]=[C:5]([C:4]4[N:3]=[C:36]([CH2:35][C:29]5[CH:34]=[CH:33][CH:32]=[CH:31][CH:30]=5)[O:26][N:25]=4)[CH:24]=[CH:23][C:8]=3[CH:9]=1)=[O:13])[CH2:16]2 |f:0.1.2,3.4,9.10|. Procedure: 110 mg (0.26 mmol) of 6-[amino(hydroxyimino)methyl]-N-[(3R)-1-azabicyclo[2.2.2]oct-3-yl]-1-benzothiophene-2-carboxamide dihydrochloride (Example 27A) are dissolved in 2 ml of DMF and 0.75 ml of THF. 250 mg of 4 Å molecular sieves are added, and the mixture is stirred at room temperature for 30 min. Addition of 31.2 mg (0.79 mmol) of sodium hydride (60% suspension in mineral oil) is followed by heating at 60° C. for 20 min and then cooling to room temperature. A solution of 110 μl (0.79 mmol) of ... Starting materials: CCOC(=O)c1coc(NC(C)=O)n1, CCO. Product: CC(=O)Nc1nc(C(=O)O)co1. RXN SMILES: [CH2:1]([CH3:2])[O:3][C:4](=[O:5])[c:6]1[n:7][c:8]([NH:11][C:12]([CH3:13])=[O:14])[o:9][cH:10]1.[CH3:15][CH2:16][OH:17]>>[O:3]=[C:4]([OH:5])[c:6]1[n:7][c:8]([NH:11][C:12]([CH3:13])=[O:14])[o:9][cH:10]1. The reactants are ClC1=NC=C(C(=O)Cl)C=C1 (6-chloronicotinoyl chloride), COC1=CC(=C(N)C=C1)[N+](=O)[O-] (4-methoxy-2-nitroaniline). Yields the product ClC1=CC=C(C=N1)C(=O)NC1=C(C=C(C=C1)OC)[N+](=O)[O-] (6-Chloro-N-(4-methoxy-2-nitrophenyl)-3-pyridinecarboxamide). As a reaction SMILES: [Cl:1][C:2]1[CH:10]=[CH:9][C:5]([C:6](Cl)=[O:7])=[CH:4][N:3]=1.[CH3:11][O:12][C:13]1[CH:19]=[CH:18][C:16]([NH2:17])=[C:15]([N+:20]([O-:22])=[O:21])[CH:14]=1>>[Cl:1][C:2]1[N:3]=[CH:4][C:5]([C:6]([NH:17][C:16]2[CH:18]=[CH:19][C:13]([O:12][CH3:11])=[CH:14][C:15]=2[N+:20]([O-:22])=[O:21])=[O:7])=[CH:9][CH:10]=1. Procedure details: The title compound was prepared from 6-chloronicotinoyl chloride and 4-methoxy-2-nitroaniline and was obtained as a yellow solid as described in Example 1. 1H NMR (CDCl3): 11.13 (s, 1H), 9.01 (d, J=2.7, 1H), 8.83 (d, J=9.3, 1H), 8.24-8.20 (m, 1H), 7.76 (d, J=2.7, 1H), 7.52 (d, J=8.7, 1H), 7.35-7.31 (m, 1H), 3.90 (s, 3H). Starting materials: [N+](=O)([O-])C1=CC=C(C=C1)N=NC1(CC=C(C=C1)N(C1=CC=CC=C1)C1=CC=C(C=C1)OCC1=CC=CC=C1)OCC1=CC=CC=C1 (4'-(4-Nitrophenylazo)-N,N-bis(4-benzyloxyphenyl)aniline). Solvent: FC(C(=O)O)(F)F (trifluoroacetic acid). Yields the product [N+](=O)([O-])C1=CC=C(C=C1)N=NC1(CC=C(C=C1)N(C1=CC=CC=C1)C1=CC=C(C=C1)O)O (4'-(4-Nitrophenylazo)-N,N-bis(4-hydroxyphenyl)aniline). Isolated yield 60.0%. RXN SMILES: [N+:1]([C:4]1[CH:9]=[CH:8][C:7]([N:10]=[N:11][C:12]2([O:39]CC3C=CC=CC=3)[CH:17]=[CH:16][C:15]([N:18]([C:25]3[CH:30]=[CH:29][C:28]([O:31]CC4C=CC=CC=4)=[CH:27][CH:26]=3)[C:19]3[CH:24]=[CH:23][CH:22]=[CH:21][CH:20]=3)=[CH:14][CH2:13]2)=[CH:6][CH:5]=1)([O-:3])=[O:2]>FC(F)(F)C(O)=O>[N+:1]([C:4]1[CH:5]=[CH:6][C:7]([N:10]=[N:11][C:12]2([OH:39])[CH:13]=[CH:14][C:15]([N:18]([C:25]3[CH:26]=[CH:27][C:28]([OH:31])=[CH:29][CH:30]=3)[C:19]3[CH:24]=[CH:23][CH:22]=[CH:21][CH:20]=3)=[CH:16][CH2:17]2)=[CH:8][CH:9]=1)([O-:3])=[O:2]. Reported procedure: To a 500 mL flask equipped with a nitrogen inlet and a magnetic stir was added 20 g (0.033) dibenzyl ether 2 from Example 1B and 330 mL (0.3M) trifluoroacetic acid (Aldrich). The dark blue mixture was allowed to stir at room temperature for 48 hours after which all of 2 had been consumed as measured by LC in addition to one minor impurity (monobenzyl ether). The reaction was quenched with 1 L ice water and the bisphenol was extracted into 300 mL Et2O. The organic layer was washed 2×100 mL H2O 5×...